describe an organic reaction: reactants, conditions, products, and yield From a dataset of the Open Reaction Database (ORD), a public repository of structured organic reaction records. Reactants: COC1=C(C=CC(=C1)OC)CN(C=1C2=C(N=C(N1)SCCC)N(N=N2)C2C(C(C(C2)O)O)O)C2C(C2)C2=CC=CC=C2 (4-[7-[N-[(2,4-Dimethoxyphenyl)methyl]-(2-phenylcyclopropyl)amino]-5-(propylthio)-3H-1,2,3-triazolo[4,5-d]pyrimidin-3-yl]-cyclopentane-1,2,3-triol), C1(=CC=C(C=C1)S(=O)(=O)O)C (p-toluenesulphonic acid). Run in CC(=O)C (acetone), COC(C)(C)OC (2,2-dimethoxypropane). Conditions: time 1 hour. Yields the product COC1=C(C=CC(=C1)OC)CN(C=1C2=C(N=C(N1)SCCC)N(N=N2)C2CC(C1C2OC(O1)(C)C)O)C1C(C1)C1=CC=CC=C1 (6-[7-[N-[2,4-Dimethoxyphenyl)methyl-(2-phenylcyclopropyl)amino]-5-(propylthio)-3H-1,2,3-triazolo[4,5-d]pyrimidin-3-yl]-tetrahydro-2,2-dimethyl-4H-cyclopenta-1,3-dioxol-4-ol). The yield is 90.3%. RXN SMILES: [CH3:1][O:2][C:3]1[CH:8]=[C:7]([O:9][CH3:10])[CH:6]=[CH:5][C:4]=1[CH2:11][N:12]([CH:34]1[CH2:36][CH:35]1[C:37]1[CH:42]=[CH:41][CH:40]=[CH:39][CH:38]=1)[C:13]1[C:14]2[N:25]=[N:24][N:23]([CH:26]3[CH2:30][CH:29]([OH:31])[CH:28]([OH:32])[CH:27]3[OH:33])[C:15]=2[N:16]=[C:17]([S:19][CH2:20][CH2:21][CH3:22])[N:18]=1.[C:43]1(C)[CH:48]=CC(S(O)(=O)=O)=C[CH:44]=1>CC(C)=O.COC(OC)(C)C>[CH3:1][O:2][C:3]1[CH:8]=[C:7]([O:9][CH3:10])[CH:6]=[CH:5][C:4]=1[CH2:11][N:12]([CH:34]1[CH2:36][CH:35]1[C:37]1[CH:42]=[CH:41][CH:40]=[CH:39][CH:38]=1)[C:13]1[C:14]2[N:25]=[N:24][N:23]([CH:26]3[CH:27]4[O:33][C:43]([CH3:48])([CH3:44])[O:32][CH:28]4[CH:29]([OH:31])[CH2:30]3)[C:15]=2[N:16]=[C:17]([S:19][CH2:20][CH2:21][CH3:22])[N:18]=1. Procedure: To a solution of product of example 12, step (f) (4.50 g) in acetone (100 ml), 2,2-dimethoxypropane (12.60 ml) and p-toluenesulphonic acid (2.34 g) were added and the reaction mixture stirred for 1 hour. Purification (SiO2, ethyl acetate:isohexane 2:7 as eluant) afforded the subtitle compound (4.34 g).